From a dataset of the Open Reaction Database (ORD), a public repository of structured organic reaction records. describe an organic reaction: reactants, conditions, products, and yield The reactants are C(C)OC(=O)C=1C(=C2C(=C(N1)C#N)N(C=C2C)CC2=CC=CC=C2)OC(C)=O (4-acetoxy-1-benzyl-7-cyano-3-methyl-1H-pyrrolo[2,3-c]pyridine-5-carboxylic acid ethyl ester), NCC(=O)O (glycine), C[O-].[Na+].CO (NaOMe HOMe). Product: C(C1=CC=CC=C1)N1C=C(C=2C1=C(N=C(C2O)C(=O)NCC(=O)O)C#N)C ([(1-Benzyl-7-cyano-4-hydroxy-3-methyl-1H-pyrrolo[2,3-c]pyridine-5-carbonyl)-amino]-acetic acid). Reaction SMILES: C(O[C:4]([C:6]1[C:7]([O:25]C(=O)C)=[C:8]2[C:16]([CH3:17])=[CH:15][N:14]([CH2:18][C:19]3[CH:24]=[CH:23][CH:22]=[CH:21][CH:20]=3)[C:9]2=[C:10]([C:12]#[N:13])[N:11]=1)=[O:5])C.[NH2:29][CH2:30][C:31]([OH:33])=[O:32].C[O-].[Na+].CO>>[CH2:18]([N:14]1[C:9]2=[C:10]([C:12]#[N:13])[N:11]=[C:6]([C:4]([NH:29][CH2:30][C:31]([OH:33])=[O:32])=[O:5])[C:7]([OH:25])=[C:8]2[C:16]([CH3:17])=[CH:15]1)[C:19]1[CH:20]=[CH:21][CH:22]=[CH:23][CH:24]=1 |f:2.3.4|. Procedure details: Prepared in analogy to that of Example 1(e) from 4-acetoxy-1-benzyl-7-cyano-3-methyl-1H-pyrrolo[2,3-c]pyridine-5-carboxylic acid ethyl ester, glycine and NaOMe/HOMe. The title compound, ESI MS (m/z): 365 (M+H)+. Starting materials: CC(C(OC1=CC=CC=C1)C1=CC=C(C(=O)OC)C=C1)C (methyl 4-(2-methyl-1-phenoxypropyl)benzoate), O.[OH-].[Li+] (lithium hydroxide monohydrate), O1CCCC1 (tetrahydrofuran), CO (methanol). Solvent: O (water). The product is CC(C(OC1=CC=CC=C1)C1=CC=C(C(=O)O)C=C1)C (4-(2-methyl-1-phenoxypropyl)benzoic acid). Procedure: A mixture of methyl 4-(2-methyl-1-phenoxypropyl)benzoate (240 mg, 0.84 mmol), lithium hydroxide monohydrate (178 mg, 4.2 mmol), tetrahydrofuran (12 mL), methanol (4 mL) and water (4 mL) was stirred at 20° C. for 4 hours. The reaction mixture was concentrated, acidified with concentrated hydrochloric acid to pH=1, extracted with ethyl acetate (20 mL×3). The organic phase was separated, dried over sodium sulfate, filtered and concentrated to give a residue. The residue was purified by column chrom... RXN SMILES: [CH3:1][CH:2]([CH3:21])[CH:3]([C:11]1[CH:20]=[CH:19][C:14]([C:15]([O:17]C)=[O:16])=[CH:13][CH:12]=1)[O:4][C:5]1[CH:10]=[CH:9][CH:8]=[CH:7][CH:6]=1.O.[OH-].[Li+].O1CCCC1.CO>O>[CH3:1][CH:2]([CH3:21])[CH:3]([C:11]1[CH:12]=[CH:13][C:14]([C:15]([OH:17])=[O:16])=[CH:19][CH:20]=1)[O:4][C:5]1[CH:6]=[CH:7][CH:8]=[CH:9][CH:10]=1 |f:1.2.3|. Reaction conditions: temperature 20 celsius, time 4 hour. Isolated yield 100.0%. The solvent is C=1(C(=CC=CC1)C)C (xylene). Reactants: ClC1=C(C=CC=C1)C(C(C(CC(=O)C1=C(C=CC=C1)F)=O)C)=O (1-(2-chlorophenyl)-2-methyl-5-(2-fluoro-phenyl)-1,3,5-pentanetrione), 5A, resultant mixture, NC1=CC=CC=C1 (aniline), C1(=CC=C(C=C1)S(=O)(=O)O)C (para-toluenesulfonic acid). RXN SMILES: [Cl:1][C:2]1[CH:7]=[CH:6][CH:5]=[CH:4][C:3]=1[C:8](=O)[CH:9]([CH3:22])[C:10](=[O:21])[CH2:11][C:12]([C:14]1[CH:19]=[CH:18][CH:17]=[CH:16][C:15]=1[F:20])=O.[NH2:24][C:25]1[CH:30]=[CH:29][CH:28]=[CH:27][CH:26]=1.C1(C)C=CC(S(O)(=O)=O)=CC=1>C1(C)C(C)=CC=CC=1>[Cl:1][C:2]1[CH:7]=[CH:6][CH:5]=[CH:4][C:3]=1[C:8]1[N:24]([C:25]2[CH:30]=[CH:29][CH:28]=[CH:27][CH:26]=2)[C:12]([C:14]2[CH:19]=[CH:18][CH:17]=[CH:16][C:15]=2[F:20])=[CH:11][C:10](=[O:21])[C:9]=1[CH3:22]. Reported procedure: In 450 ml of xylene were suspended 15.3 g of 1-(2-chlorophenyl)-2-methyl-5-(2-fluoro-phenyl)-1,3,5-pentanetrione, 6.4 g of aniline, 6.6 g of para-toluenesulfonic acid and 85 g of Molecular Sieves 5A, followed by refluxing the resultant mixture for 8 hours. Xylene was distilled off from the reaction mixture and 300 ml of chloroform was added to the residue. The mixture obtained was filtered and the filtrate was washed first with 10% hydrochloric acid and then with a 10% aqueous solution of sodium... Product: ClC1=C(C=CC=C1)C=1N(C(=CC(C1C)=O)C1=C(C=CC=C1)F)C1=CC=CC=C1 (2-(2-chlorophenyl)-6-(2-fluorophenyl)-3-methyl-1-phenyl-4(1H)-pyridinone). The yield is 25.1%.